describe an organic reaction: reactants, conditions, products, and yield From a dataset of the Open Reaction Database (ORD), a public repository of structured organic reaction records. Reactants: FC(C1=C(C=CC=C1)CN)(F)F ({[2-(trifluoromethyl)phenyl]methyl}amine), CCN=C=NCCCN(C)C (EDCI), C=1C=CC2=C(C1)N=NN2O (HOBT), C(C)(C)N(CC)C(C)C (diisopropylethylamine), ClC1=NC(=NC(=N1)NC)N1CCC(CC1)C(=O)O (1-[4-chloro-6-(methylamino)-1,3,5-triazin-2-yl]-4-piperidinecarboxylic acid). Solvent: CN(C)C=O (DMF). Reaction conditions: time 8 hour. Yields the product ClC1=NC(=NC(=N1)NC)N1CCC(CC1)C(=O)NCC1=C(C=CC=C1)C(F)(F)F (1-[4-chloro-6-(methylamino)-1,3,5-triazin-2-yl]-N-{[2-(trifluoromethyl)phenyl]methyl}-4-piperidinecarboxamide). Yield: 88.3%. RXN SMILES: [Cl:1][C:2]1[N:7]=[C:6]([NH:8][CH3:9])[N:5]=[C:4]([N:10]2[CH2:15][CH2:14][CH:13]([C:16]([OH:18])=O)[CH2:12][CH2:11]2)[N:3]=1.[F:19][C:20]([F:30])([F:29])[C:21]1[CH:26]=[CH:25][CH:24]=[CH:23][C:22]=1[CH2:27][NH2:28].CCN=C=NCCCN(C)C.C1C=CC2N(O)N=NC=2C=1.C(N(C(C)C)CC)(C)C>CN(C=O)C>[Cl:1][C:2]1[N:7]=[C:6]([NH:8][CH3:9])[N:5]=[C:4]([N:10]2[CH2:11][CH2:12][CH:13]([C:16]([NH:28][CH2:27][C:22]3[CH:23]=[CH:24][CH:25]=[CH:26][C:21]=3[C:20]([F:19])([F:29])[F:30])=[O:18])[CH2:14][CH2:15]2)[N:3]=1. Procedure: To a suspension of 1-[4-chloro-6-(methylamino)-1,3,5-triazin-2-yl]-4-piperidinecarboxylic acid (885 mg, 3.25 mmol, 1.00 equiv) in DMF (32 ml) at room temperature, {[2-(trifluoromethyl)phenyl]methyl}amine (456 μL, 3.25 mmol, 1.00 equiv), EDCI (748 mg, 3.90 mmol, 1.20 equiv), HOBT (527 mg, 3.90 mmol, 1.00 equiv), and diisopropylethylamine (DIEA, 2.80 ml, 16.3 mmol, 5.00 equiv) were added. Stirring was continued overnight at room temperature. The reaction mixture was partitioned between 1:1 water a... Reactants: CC=1NC2=CC=C(C(=C2C1)C(F)(F)F)C#N (2-methyl-4-(trifluoromethyl)-1H-indole-5-carbonitrile), BrCC=1C=C(C#N)C=CC1 (3-(bromomethyl)benzonitrile). Yields the product C(#N)C=1C=C(C=CC1)CN1C(=CC2=C(C(=CC=C12)C#N)C(F)(F)F)C (1-[(3-Cyanophenyl)methyl]-2-methyl-4-(trifluoromethyl)-1H-indole-5-carbonitrile). As a reaction SMILES: [CH3:1][C:2]1[NH:3][C:4]2[C:9]([CH:10]=1)=[C:8]([C:11]([F:14])([F:13])[F:12])[C:7]([C:15]#[N:16])=[CH:6][CH:5]=2.Br[CH2:18][C:19]1[CH:20]=[C:21]([CH:24]=[CH:25][CH:26]=1)[C:22]#[N:23]>>[C:22]([C:21]1[CH:20]=[C:19]([CH2:18][N:3]2[C:4]3[C:9](=[C:8]([C:11]([F:12])([F:14])[F:13])[C:7]([C:15]#[N:16])=[CH:6][CH:5]=3)[CH:10]=[C:2]2[CH3:1])[CH:26]=[CH:25][CH:24]=1)#[N:23]. Procedure details: Synthesized as described in Example 4 using 2-methyl-4-(trifluoromethyl)-1H-indole-5-carbonitrile and 3-(bromomethyl)benzonitrile: 1H NMR (400 MHz, CDCl3) δ 7.56 (m, 1H), 7.45 (m, 2H), 7.33 (d, J=8.5 Hz, 1H), 7.21 (s, 1H), 7.12 (d, J=8.1 Hz, 1H), 6.69 (s, 1H), 5.40 (s, 2H), 2.43 (s, 3H); MS (ES) m/z 340 (M+1). The reactants are O[C@](CC(C)(C)C1=C(C(=O)N)C=CC=C1)(CC#C[Si](C)(C)C)C(F)(F)F (2-((R)-3-hydroxy-1,1-dimethyl-3-trifluoromethyl-6-trimethylsilanylhex-5-ynyl)benzamide), solution. Solvent: C1CCOC1 (THF), C1CCOC1 (THF). Reaction conditions: time 30 minute. Yields the product O[C@](CC(C)(C)C1=C(C(=O)N)C=CC=C1)(CC#C)C(F)(F)F (2-((S)-3-hydroxy-1,1-dimethyl-3-trifluoromethylhex-5-ynyl)benzamide). Yield: 69.1%. Reaction SMILES: [OH:1][C@@:2]([C:23]([F:26])([F:25])[F:24])([CH2:16][C:17]#[C:18][Si](C)(C)C)[CH2:3][C:4]([C:7]1[CH:15]=[CH:14][CH:13]=[CH:12][C:8]=1[C:9]([NH2:11])=[O:10])([CH3:6])[CH3:5]>C1COCC1>[OH:1][C@@:2]([C:23]([F:24])([F:25])[F:26])([CH2:16][C:17]#[CH:18])[CH2:3][C:4]([C:7]1[CH:15]=[CH:14][CH:13]=[CH:12][C:8]=1[C:9]([NH2:11])=[O:10])([CH3:5])[CH3:6]. Reported procedure: To a stirred, ice-cooled, THF solution (100 mL) of 2-((R)-3-hydroxy-1,1-dimethyl-3-trifluoromethyl-6-trimethylsilanylhex-5-ynyl)benzamide (17.8 g, 46.2 mmol) n-tetrabutylammonium fluoride was added (51 mL of 1 M solution in THF, 51 mmol) dropwise via addition funnel. After 30 minutes, the reaction was quenched with 200 mL of 1 M HCl and further diluted with brine. The mixture was extracted with ethyl acetate. The combined extract was washed with water and brine, dried over anhydrous sodium sulfa...